This data is from the Open Reaction Database (ORD), a public repository of structured organic reaction records. The task is: describe an organic reaction: reactants, conditions, products, and yield Starting materials: N(=NC(=O)N1CCCCC1)C(=O)N1CCCCC1 (1,1′-(azodicarbonyl)dipiperidine), FC=1C=C(C=CC1)NC1=NC=C(C(=N1)NCCC)CO ((2-((3-fluorophenyl)amino)-4-(propylamino)pyrimidin-5-yl)methanol), [N+](=O)([O-])C=1C=C(C=CC1)S (3-nitrothiophenol), N(=NC(=O)N1CCCCC1)C(=O)N1CCCCC1 (1,1′-(azodicarbonyl)dipiperidine). The solvent is C(CCC)P(CCCC)CCCC (tributylphosphine), O1CCCC1 (tetrahydrofuran), C(CCC)P(CCCC)CCCC (tributylphosphine). Conditions: time 30 minute. Product: FC=1C=C(C=CC1)NC1=NC=C(C(=N1)NCCC)CSC1=CC(=CC=C1)[N+](=O)[O-] (N2-(3-fluorophenyl)-5-(((3-nitrophenyl)thio)methyl)-N4-propylpyrimidine-2,4-diamine). Isolated yield 63.5%. Reaction SMILES: [F:1][C:2]1[CH:3]=[C:4]([NH:8][C:9]2[N:14]=[C:13]([NH:15][CH2:16][CH2:17][CH3:18])[C:12]([CH2:19]O)=[CH:11][N:10]=2)[CH:5]=[CH:6][CH:7]=1.[N+:21]([C:24]1[CH:25]=[C:26]([SH:30])[CH:27]=[CH:28][CH:29]=1)([O-:23])=[O:22].N(C(N1CCCCC1)=O)=NC(N1CCCCC1)=O>O1CCCC1.C(P(CCCC)CCCC)CCC>[F:1][C:2]1[CH:3]=[C:4]([NH:8][C:9]2[N:14]=[C:13]([NH:15][CH2:16][CH2:17][CH3:18])[C:12]([CH2:19][S:30][C:26]3[CH:27]=[CH:28][CH:29]=[C:24]([N+:21]([O-:23])=[O:22])[CH:25]=3)=[CH:11][N:10]=2)[CH:5]=[CH:6][CH:7]=1. Reported procedure: To a solution of (2-((3-fluorophenyl)amino)-4-(propylamino)pyrimidin-5-yl)methanol (E13, 20 mg) and 3-nitrothiophenol (17 mg) in tetrahydrofuran (1 mL), tributylphosphine (36 μL) and 1,1′-(azodicarbonyl)dipiperidine (28 mg) were added under ice cooling, and the mixture was stirred at room temperature for 6 hours and 30 minutes. To the reaction mixture, tributylphosphine (36 μL) and 1,1′-(azodicarbonyl)dipiperidine (28 mg) were added at room temperature, and the mixture was stirred at the same te... The reactants are Cl[Si](C)(C)C (chlorotrimethylsilane), BrC1=CC=C(C=C1)O[Si](C)(C)C (p-bromophenyoxytrimethylsilane), [Mg] (magnesium), CI (CH3I). Solvent: O1CCCC1 (tetrahydrofuran), O1CCCC1 (tetrahydrofuran). Yields the product C[Si](C1=CC=C(O[Si](C)(C)C)C=C1)(C)C (p-trimethylsilylphenoxytrimethylsilane). Isolated yield 60.2%. Reaction SMILES: [Mg].CI.Br[C:5]1[CH:10]=[CH:9][C:8]([O:11][Si:12]([CH3:15])([CH3:14])[CH3:13])=[CH:7][CH:6]=1.Cl[Si:17]([CH3:20])([CH3:19])[CH3:18]>O1CCCC1>[CH3:18][Si:17]([CH3:20])([CH3:19])[C:5]1[CH:10]=[CH:9][C:8]([O:11][Si:12]([CH3:15])([CH3:14])[CH3:13])=[CH:7][CH:6]=1. Procedure details: 5.35 g (0.22 mole) magnesium was added to 10 ml tetrahydrofuran and 0.35 ml CH3I under N2 and heated to initiate the Grignard reaction. A solution of 49.0 g (0.2 mole) p-bromophenyoxytrimethylsilane and 63 ml tetrahydrofuran was added over a 11/2 hour period. The reaction mixture was refluxed one additional hour and then cooled to room temperature. 22.8 g (0.21 mole) chlorotrimethylsilane was added to the reaction mixture. Once again the mixture was refluxed 1 hour and then cooled. 100 ml distil... Starting materials: ClC=1C=C(C=C(C1O)OC)C=1C=C2C(=C(C=NC2=CC1)C(=O)C1CC1)N[C@@H]1CC[C@H](CC1)N(C(OC(C)(C)C)=O)C (tert-butyl trans-4-[6-(3-chloro-4-hydroxy-5-methoxyphenyl)-3-(cyclopropanecarbonyl)quinolin-4-ylamino]cyclohexyl(methyl)carbamate), C(=O)(C(F)(F)F)O (TFA). Product: ClC=1C=C(C=C(C1O)OC)C=1C=C2C(=C(C=NC2=CC1)C(=O)C1CC1)N[C@@H]1CC[C@H](CC1)NC ({6-(3-Chloro-4-hydroxy-5-methoxyphenyl)-4-[trans-4-(methylamino)cyclohexylamino]quinolin-3-yl}(cyclopropyl)methanone). Isolated yield 63.3%. Reaction SMILES: [Cl:1][C:2]1[CH:3]=[C:4]([C:11]2[CH:12]=[C:13]3[C:18](=[CH:19][CH:20]=2)[N:17]=[CH:16][C:15]([C:21]([CH:23]2[CH2:25][CH2:24]2)=[O:22])=[C:14]3[NH:26][C@H:27]2[CH2:32][CH2:31][C@H:30]([N:33](C)[C:34](=O)OC(C)(C)C)[CH2:29][CH2:28]2)[CH:5]=[C:6]([O:9][CH3:10])[C:7]=1[OH:8].C(O)(C(F)(F)F)=O>>[Cl:1][C:2]1[CH:3]=[C:4]([C:11]2[CH:12]=[C:13]3[C:18](=[CH:19][CH:20]=2)[N:17]=[CH:16][C:15]([C:21]([CH:23]2[CH2:24][CH2:25]2)=[O:22])=[C:14]3[NH:26][C@H:27]2[CH2:32][CH2:31][C@H:30]([NH:33][CH3:34])[CH2:29][CH2:28]2)[CH:5]=[C:6]([O:9][CH3:10])[C:7]=1[OH:8]. Reported procedure: Following general procedure A-2, tert-butyl trans-4-[6-(3-chloro-4-hydroxy-5-methoxyphenyl)-3-(cyclopropanecarbonyl)quinolin-4-ylamino]cyclohexyl(methyl)carbamate (0.135 mmol) was reacted with TFA (2 mL) to afford the desired product (41 mg, 63% over two steps) as a yellow solid: 1H NMR (300 MHz, CD3OD+TFA-d) δ 9.34 (s, 1H), 8.48 (s, 1H), 8.31 (d, J=8.7 Hz, 1H), 7.99 (d, J=8.7 Hz, 1H), 7.35 (s, 1H), 7.27 (s, 1H), 4.50 (s, 1H), 4.00 (s, 3H), 2.88-2.81 (m, 1H), 2.74 (s, 3H), 2.54-2.47 (m, 2H), 2.3... Reactants: CCOC(=O)c1cc(F)c(N2CCOC(CN(C)C(=O)OCC)C2)c(F)c1F, CO, [Na+], [OH-], O. The product is CCOC(=O)N(C)CC1CN(c2c(F)cc(C(=O)O)c(F)c2F)CCO1. Reaction SMILES: [CH2:1]([CH3:2])[O:3][C:4](=[O:5])[N:6]([CH3:7])[CH2:8][CH:9]1[O:10][CH2:11][CH2:12][N:13]([c:15]2[c:16]([F:28])[c:17]([F:27])[c:18]([C:19](=[O:20])[O:21][CH2:22][CH3:23])[cH:24][c:25]2[F:26])[CH2:14]1.[CH3:31][OH:32].[Na+:30].[OH-:29].[OH2:33]>>[CH2:1]([CH3:2])[O:3][C:4](=[O:5])[N:6]([CH3:7])[CH2:8][CH:9]1[O:10][CH2:11][CH2:12][N:13]([c:15]2[c:16]([F:28])[c:17]([F:27])[c:18]([C:19](=[O:20])[OH:21])[cH:24][c:25]2[F:26])[CH2:14]1. Reactants: C(C=C)N(S(=O)(=O)C=1C=NC=CC1NS(=O)(=O)\C=C\C1=CC=C(C=C1)Br)CC=C ((E)-N,N-diallyl-4-(2-(4-bromophenyl)vinylsulfonamido)pyridine-3-sulfonamide), O1C(=CC2=C1C=CC=C2)B(O)O (2-benzofuranboronic acid), C([O-])([O-])=O.[Cs+].[Cs+] (cesium carbonate), COCCOC (1,2-dimethoxyethane). The reagents and catalysts are Cl[Pd]Cl.C1(=CC=CC=C1)P([C-]1C=CC=C1)C1=CC=CC=C1.[C-]1(C=CC=C1)P(C1=CC=CC=C1)C1=CC=CC=C1.[Fe+2] ((1,1′-bis(diphenylphosphino)ferrocene)-dichloropalladium(II)). The solvent is O (water). Reaction conditions: temperature 120 celsius. Yields the product C(C=C)N(S(=O)(=O)C=1C=NC=CC1NS(=O)(=O)\C=C\C1=CC=C(C=C1)C=1OC2=C(C1)C=CC=C2)CC=C ((E)-N,N-Diallyl-4-(2-(4-(benzofuran-2-yl)phenyl)vinylsulfonamido)pyridine-3-sulfonamide). The yield is 38.0%. Reaction SMILES: [CH2:1]([N:4]([CH2:27][CH:28]=[CH2:29])[S:5]([C:8]1[CH:9]=[N:10][CH:11]=[CH:12][C:13]=1[NH:14][S:15](/[CH:18]=[CH:19]/[C:20]1[CH:25]=[CH:24][C:23](Br)=[CH:22][CH:21]=1)(=[O:17])=[O:16])(=[O:7])=[O:6])[CH:2]=[CH2:3].[O:30]1[C:34]2[CH:35]=[CH:36][CH:37]=[CH:38][C:33]=2[CH:32]=[C:31]1B(O)O.C(=O)([O-])[O-].[Cs+].[Cs+].COCCOC>Cl[Pd]Cl.C1(P(C2C=CC=CC=2)[C-]2C=CC=C2)C=CC=CC=1.[C-]1(P(C2C=CC=CC=2)C2C=CC=CC=2)C=CC=C1.[Fe+2].O>[CH2:1]([N:4]([CH2:27][CH:28]=[CH2:29])[S:5]([C:8]1[CH:9]=[N:10][CH:11]=[CH:12][C:13]=1[NH:14][S:15](/[CH:18]=[CH:19]/[C:20]1[CH:25]=[CH:24][C:23]([C:31]2[O:30][C:34]3[CH:35]=[CH:36][CH:37]=[CH:38][C:33]=3[CH:32]=2)=[CH:22][CH:21]=1)(=[O:17])=[O:16])(=[O:7])=[O:6])[CH:2]=[CH2:3] |f:2.3.4,6.7.8.9|. Reported procedure: A mixture of (E)-N,N-diallyl-4-(2-(4-bromophenyl)vinylsulfonamido)pyridine-3-sulfonamide (0.47 g, 0.94 mmol), 2-benzofuranboronic acid (0.20 g, 1.23 mmol), (1,1′-bis(diphenylphosphino)ferrocene)-dichloropalladium(II) (0.039 g, 0.050 mmol), cesium carbonate (0.46 g, 1.41 mmol), 1,2-dimethoxyethane (9 mL) and water (1 mL) under an atmosphere of argon was heated at 120° C. for 15 min in a microwave. The reaction mixture was partitioned between ethyl acetate and diluted hydrochloric acid, the organi... Starting materials: ClC1=CC=C(C=C1)C=1OC2=C(C1)C=CC=C2 (2-(4-chlorophenyl)benzofuran), C(C1=CC=C(C=C1)OC)(=O)Cl (p-anisoyl chloride), ClC1=CC=C(C=C1)C=1OC2=C(C1C(C1=CC=C(C=C1)OC)=O)C=CC=C2 (2-(4-chlorophenyl)-3-(4-methoxybenzoyl)benzofuran). Yields the product ClC1=CC=C(C=C1)C=1OC2=C(C1C(C1=CC=C(C=C1)O)=O)C=CC=C2 (2-(4-chlorophenyl)-3-(4-hydroxybenzoyl)benzofuran). As a reaction SMILES: ClC1C=CC(C2OC3C=CC=CC=3C=2)=CC=1.C(Cl)(=O)C1C=CC(OC)=CC=1.[Cl:28][C:29]1[CH:34]=[CH:33][C:32]([C:35]2[O:36][C:37]3[CH:53]=[CH:52][CH:51]=[CH:50][C:38]=3[C:39]=2[C:40](=[O:49])[C:41]2[CH:46]=[CH:45][C:44]([O:47]C)=[CH:43][CH:42]=2)=[CH:31][CH:30]=1>>[Cl:28][C:29]1[CH:34]=[CH:33][C:32]([C:35]2[O:36][C:37]3[CH:53]=[CH:52][CH:51]=[CH:50][C:38]=3[C:39]=2[C:40](=[O:49])[C:41]2[CH:46]=[CH:45][C:44]([OH:47])=[CH:43][CH:42]=2)=[CH:31][CH:30]=1. Procedure: Acylation of 2-(4-chlorophenyl)benzofuran with p-anisoyl chloride followed by demethylation of the 2-(4-chlorophenyl)-3-(4-methoxybenzoyl)benzofuran thus formed by procedures described above gives 2-(4-chlorophenyl)-3-(4-hydroxybenzoyl)benzofuran. The reactants are CCO, CN(C)CCOc1ccc([N+](=O)[O-])c(N)c1. Yields the product CN(C)CCOc1ccc(N)c(N)c1. RXN SMILES: [CH3:17][CH2:18][OH:19].[CH3:1][N:2]([CH2:3][CH2:4][O:5][c:6]1[cH:7][cH:8][c:9]([N+:13]([O-:14])=[O:15])[c:10]([NH2:12])[cH:11]1)[CH3:16]>>[CH3:1][N:2]([CH2:3][CH2:4][O:5][c:6]1[cH:7][cH:8][c:9]([NH2:13])[c:10]([NH2:12])[cH:11]1)[CH3:16]. Starting materials: Cn1cc(NC(=O)c2cc([N+](=O)[O-])cn2C)cc1C(=O)NCCN1CCOCC1, Cn1cc([N+](=O)[O-])cc1C(=O)Cl, CO, ClCCl. Yields the product Cn1cc(NC(=O)c2cc(NC(=O)c3cc([N+](=O)[O-])cn3C)cn2C)cc1C(=O)NCCN1CCOCC1. Reaction SMILES: [CH3:1][n:2]1[c:3]([C:19](=[O:20])[NH:21][CH2:22][CH2:23][N:24]2[CH2:25][CH2:26][O:27][CH2:28][CH2:29]2)[cH:4][c:5]([NH:7][C:8](=[O:9])[c:10]2[n:11]([CH3:18])[cH:12][c:13]([N+:15]([O-:16])=[O:17])[cH:14]2)[cH:6]1.[CH3:30][n:31]1[c:32]([C:39](=[O:40])[Cl:41])[cH:33][c:34]([N+:36](=[O:37])[O-:38])[cH:35]1.[CH3:42][OH:43].[Cl:44][CH2:45][Cl:46]>>[CH3:1][n:2]1[c:3]([C:19](=[O:20])[NH:21][CH2:22][CH2:23][N:24]2[CH2:25][CH2:26][O:27][CH2:28][CH2:29]2)[cH:4][c:5]([NH:7][C:8](=[O:9])[c:10]2[n:11]([CH3:18])[cH:12][c:13]([NH:15][C:39]([c:32]3[n:31]([CH3:30])[cH:35][c:34]([N+:36](=[O:37])[O-:38])[cH:33]3)=[O:40])[cH:14]2)[cH:6]1. Starting materials: C(CC)S(=O)(=O)C1=CC=CC2=C1N(C=N2)CC(=O)O ([7-(propylsulfonyl)-1H-benzimidazol-1-yl]acetic acid), ClC1=C(C=CC=C1SC)[N+](=O)[O-] (2-chloro-1-nitro-3-(methylthio)benzene). Yields the product CS(=O)(=O)C1=CC=CC2=C1N(C=N2)CCO (2-(7-(Methylsulfonyl)-1H-benzimidazol-1-yl)-ethanol). Reaction SMILES: [CH2:1]([S:4]([C:7]1[C:12]2[N:13]([CH2:16][C:17](O)=[O:18])[CH:14]=[N:15][C:11]=2[CH:10]=[CH:9][CH:8]=1)(=[O:6])=[O:5])CC.ClC1C(SC)=CC=CC=1[N+]([O-])=O>>[CH3:1][S:4]([C:7]1[C:12]2[N:13]([CH2:16][CH2:17][OH:18])[CH:14]=[N:15][C:11]=2[CH:10]=[CH:9][CH:8]=1)(=[O:5])=[O:6]. Reported procedure: This compound was synthesized according to the procedure described for the synthesis of [7-(propylsulfonyl)-1H-benzimidazol-1-yl]acetic acid starting from 2-chloro-1-nitro-3-(methylthio)benzene. MS (ESI) m/z 241 [M+H]. 1H NMR (400 MHz, DMSO-D6) δ 8.39 (s, 1H), 8.05 (dd, J=8.1, 1.0 Hz, 1H), 7.86 (dd, J=7.8, 1.0 Hz, 1H), 7.42 (t, J=8.0 Hz, 1H), 5.01 (t, J=5.1 Hz, 1H), 4.71 (t, J=5.2 Hz, 2H), 3.79-3.76 (m, 2H), 3.46 (s, 3H).